Dataset: the Open Reaction Database (ORD), a public repository of structured organic reaction records. Task: describe an organic reaction: reactants, conditions, products, and yield The reactants are CN(C(CN(C(C[C@H](C(=O)N[C@H]([C@H]([C@H](CC(C)C)O)O)CC1CCCCC1)CC=1N=C(SC1)N)=O)[C@@H](C)C1=CC=CC=C1)=O)C (N4 -[2-(Dimethylamino)-2-oxoethyl]-N4 -[1(S)-phenylethyl]-N1 -[1(S)-(cyclohexylmethyl)-2(R),3(S)-dihydroxy-5-methylhexyl]-2(R)-[(2-amino-4-thiazolyl)methyl]butanediamide), ( b ), amide, C(C)(C)(C)OC(C[C@H](C(=O)N[C@H]([C@H]([C@H](CC(C)C)O)O)CC1CCCCC1)CC1CC1)=O (3(R)-(cyclopropylmethyl)-4-{[1(S)-(cyclohexylmethyl)-2(R),3(S)-dihydroxy-5-methylhexyl]amino}-4-oxobutanoic acid tert-butyl ester), [OH-].[Li+].OO (lithium hydroxide hydrogen peroxide). Product: 4-tert-butyl ester, C1(CC1)C[C@@H](C(=O)O)CC(=O)O (2(R)-(cyclopropylmethyl)butanedioic acid). Reaction SMILES: C([O:5][C:6](=[O:32])[CH2:7][C@@H:8]([CH2:28][CH:29]1[CH2:31][CH2:30]1)[C:9](N[C@@H](CC1CCCCC1)[C@@H](O)[C@@H](O)CC(C)C)=[O:10])(C)(C)C.CN(C)C(=O)CN([C@H](C1C=CC=CC=1)C)C(=O)C[C@@H](CC1N=C(N)SC=1)C(N[C@@H](CC1CCCCC1)[C@@H](O)[C@@H](O)CC(C)C)=[O:42].[OH-].[Li+].OO>>[CH:29]1([CH2:28][C@H:8]([CH2:7][C:6]([OH:5])=[O:32])[C:9]([OH:10])=[O:42])[CH2:31][CH2:30]1 |f:2.3.4|. Procedure: The protected amide, 3(R)-(cyclopropylmethyl)-4-{[1(S)-(cyclohexylmethyl)-2(R),3(S)-dihydroxy-5-methylhexyl]amino}-4-oxobutanoic acid tert-butyl ester: Following the procedure of section (g) of example 2, the product of section (b) of this example (10.2 g, 30 mmol) was reacted with lithium hydroxide-hydrogen peroxide to give the desired monoprotected dicarboxylic acid, i.e. the 4-tert-butyl ester of 2(R)-(cyclopropylmethyl)butanedioic acid, as a colorless oil (6.65 g, 97%); [α]D23 +16.1° (c 2.61... The reactants are [Br-].[Br-].[Br-].C1(=CC=CC=C1)[N+](C)(C)C.C1(=CC=CC=C1)[N+](C)(C)C.C1(=CC=CC=C1)[N+](C)(C)C (Phenyltrimethylammonium tribromide), ClC1=CC=C(C=C1)CC(=O)C1(CCC1)C1=CC(=C(C=C1)Cl)Cl (2-(4-chlorophenyl)-1-[1-(3,4-dichlorophenyl)cyclobutyl]ethanone). The solvent is O1CCCC1 (tetrahydrofuran). Reaction conditions: time 4 hour. Yields the product BrC(C(=O)C1(CCC1)C1=CC(=C(C=C1)Cl)Cl)C1=CC=C(C=C1)Cl (2-bromo-2-(4-chlorophenyl)1-[1-(3,4-dichlorophenyl)cyclobutyl]ethanone). Isolated yield 109.9%. RXN SMILES: [Br-:1].[Br-].[Br-].C1([N+](C)(C)C)C=CC=CC=1.C1([N+](C)(C)C)C=CC=CC=1.C1([N+](C)(C)C)C=CC=CC=1.[Cl:34][C:35]1[CH:40]=[CH:39][C:38]([CH2:41][C:42]([C:44]2([C:48]3[CH:53]=[CH:52][C:51]([Cl:54])=[C:50]([Cl:55])[CH:49]=3)[CH2:47][CH2:46][CH2:45]2)=[O:43])=[CH:37][CH:36]=1>O1CCCC1>[Br:1][CH:41]([C:38]1[CH:37]=[CH:36][C:35]([Cl:34])=[CH:40][CH:39]=1)[C:42]([C:44]1([C:48]2[CH:53]=[CH:52][C:51]([Cl:54])=[C:50]([Cl:55])[CH:49]=2)[CH2:47][CH2:46][CH2:45]1)=[O:43] |f:0.1.2.3.4.5|. Procedure details: Phenyltrimethylammonium tribromide (6.59 g) was added in portions at −5° C. to a stirred solution of 2-(4-chlorophenyl)-1-[1-(3,4-dichlorophenyl)cyclobutyl]ethanone (6.2 g) in tetrahydrofuran (150 ml). The mixture was stirred at ambient temperature for 4 hours, allowed to stand at ambient temperature for a further 48 hours, then it was filtered, and the solvent removed in vacuo. The residue was purified via flash chromatography over silica using a 3:97 mixture of ethyl acetate and petroleum ethe... The reactants are CNC([C@@H](N)C(C)C)=O (L-Valine N-methyl amide), solid, ClC=1C=C(C=CC1Cl)NC(C)C(=O)O (N-(3,4-dichlorophenyl)-D,L-alanine). Product: CNC([C@@H](NC(C(NC1=CC(=C(C=C1)Cl)Cl)C)=O)C(C)C)=O (N-[N-(3,4-dichlorophenyl)-D,L-alanyl]-L-valine N-methyl amide). As a reaction SMILES: [CH3:1][NH:2][C:3](=[O:9])[C@H:4]([CH:6]([CH3:8])[CH3:7])[NH2:5].[Cl:10][C:11]1[CH:12]=[C:13]([NH:18][CH:19]([C:21](O)=[O:22])[CH3:20])[CH:14]=[CH:15][C:16]=1[Cl:17]>>[CH3:1][NH:2][C:3](=[O:9])[C@H:4]([CH:6]([CH3:8])[CH3:7])[NH:5][C:21](=[O:22])[CH:19]([CH3:20])[NH:18][C:13]1[CH:14]=[CH:15][C:16]([Cl:17])=[C:11]([Cl:10])[CH:12]=1. Procedure details: Following General Procedure D and using L-valine N-methyl amide (from Example E above) and N-(3,4-dichlorophenyl)-D,L-alanine (from Example A above), the title compound was prepared as a solid (mp=145-160° C.). Reactants: CC(C)O, CCOC(=O)CCc1c[nH]c2c(-c3noc(-c4ccc(OC(C)C)c(Cl)c4)n3)c(F)ccc12, [Na+], [OH-], O. Product: CC(C)Oc1ccc(-c2nc(-c3c(F)ccc4c(CCC(=O)O)c[nH]c34)no2)cc1Cl. As a reaction SMILES: [CH:36]([OH:37])([CH3:38])[CH3:39].[Cl:1][c:2]1[cH:3][c:4](-[c:12]2[n:13][c:14](-[c:17]3[c:18]([F:33])[cH:19][cH:20][c:21]4[c:22]([CH2:26][CH2:27][C:28](=[O:29])[O:30][CH2:31][CH3:32])[cH:23][nH:24][c:25]34)[n:15][o:16]2)[cH:5][cH:6][c:7]1[O:8][CH:9]([CH3:10])[CH3:11].[Na+:35].[OH-:34].[OH2:40]>>[Cl:1][c:2]1[cH:3][c:4](-[c:12]2[n:13][c:14](-[c:17]3[c:18]([F:33])[cH:19][cH:20][c:21]4[c:22]([CH2:26][CH2:27][C:28](=[O:29])[OH:30])[cH:23][nH:24][c:25]34)[n:15][o:16]2)[cH:5][cH:6][c:7]1[O:8][CH:9]([CH3:10])[CH3:11]. The reactants are CC#N, CN(C)CCN1C(=O)c2cccc3cc4cccc(N)c4c(c23)C1=O, S=C=Nc1ccc2nsnc2c1. The product is CN(C)CCN1C(=O)c2cccc3cc4cccc(NC(=S)Nc5ccc6nsnc6c5)c4c(c23)C1=O. Reaction SMILES: [CH3:38][C:39]#[N:40].[NH2:1][c:2]1[cH:3][cH:4][cH:5][c:6]2[cH:7][c:8]3[c:9]4[c:10]([cH:23][cH:24][cH:25]3)[C:11](=[O:22])[N:12]([CH2:17][CH2:18][N:19]([CH3:20])[CH3:21])[C:13](=[O:16])[c:14]4[c:15]12.[n:26]1[s:27][n:28][c:29]2[c:30]1[cH:31][cH:32][c:33]([N:35]=[C:36]=[S:37])[cH:34]2>>[NH:1]([c:2]1[cH:3][cH:4][cH:5][c:6]2[cH:7][c:8]3[c:9]4[c:10]([cH:23][cH:24][cH:25]3)[C:11](=[O:22])[N:12]([CH2:17][CH2:18][N:19]([CH3:20])[CH3:21])[C:13](=[O:16])[c:14]4[c:15]12)[C:36]([NH:35][c:33]1[cH:32][cH:31][c:30]2[n:26][s:27][n:28][c:29]2[cH:34]1)=[S:37]. The reactants are ClC1=C(C=CC(=C1)Cl)C(C(=C)N1N=CN=C1)=O (2',4'-Dichloro-2-(1H-1,2,4-triazol-1-yl)prop-2-enophenone), [I-].C[S+](=O)(C)C (trimethylsulphoxonium iodide), CCCCCCCCCCCCCC[N+](C)(C)C (cetrimide), [OH-].[Na+] (sodium hydroxide). The solvent is ClC(C)(Cl)Cl (1,1,1-trichloroethane), ClC(C)(Cl)Cl (1,1,1-trichloroethane). Reaction conditions: time 2 minute. Product: ClC1=C(C=CC(=C1)Cl)C(=O)C1(CC1)N1N=CN=C1 (1-(1H-1,2,4-Triazol-1-yl)cyclopropyl 2,4-dichlorophenyl ketone). As a reaction SMILES: [Cl:1][C:2]1[CH:7]=[C:6]([Cl:8])[CH:5]=[CH:4][C:3]=1[C:9](=[O:17])[C:10]([N:12]1[CH:16]=[N:15][CH:14]=[N:13]1)=[CH2:11].[I-].[CH3:19][S+](C)(C)=O.CCCCCCCCCCCCCC[N+](C)(C)C.[OH-].[Na+]>ClC(Cl)(Cl)C>[Cl:1][C:2]1[CH:7]=[C:6]([Cl:8])[CH:5]=[CH:4][C:3]=1[C:9]([C:10]1([N:12]2[CH:16]=[N:15][CH:14]=[N:13]2)[CH2:19][CH2:11]1)=[O:17] |f:1.2,4.5|. Reported procedure: 2',4'-Dichloro-2-(1H-1,2,4-triazol-1-yl)prop-2-enophenone (0.27 g, 1.0 mMole) was added dropwise in 1,1,1-trichloroethane (2 ml) to a refluxing mixture of trimethylsulphoxonium iodide (0.33 g, 1.5 mMole), cetrimide (0.03 g), 1,1,1-trichloroethane (5 ml) and aqueous 2N sodium hydroxide (3 ml) with vigorous stirring over 2 minutes. After refluxing for a further 15 minutes the organic phase, after cooling was separated. Evaporation gave a gum, weight 0.11 g. Starting materials: ClN1C(CCC1=O)=O (N-chlorosuccinimide), C(C)(C)(C)[Si](OCCC=1SC=CC1)(C)C (tert-butyldimethyl(2-(thiophen-2-yl)ethoxy)silane). Solvent: C(Cl)(Cl)Cl (chloroform), C(Cl)Cl (DCM). Product: C(C)(C)(C)[Si](C)(C)OCCC=1SC(=CC1)Cl (tert-butyl(2-(5-chlorothiophen-2-yl)ethoxy)dimethylsilane). Reaction SMILES: [Cl:1]N1C(=O)CCC1=O.[C:9]([Si:13]([CH3:23])([CH3:22])[O:14][CH2:15][CH2:16][C:17]1[S:18][CH:19]=[CH:20][CH:21]=1)([CH3:12])([CH3:11])[CH3:10]>C(Cl)(Cl)Cl.C(Cl)Cl>[C:9]([Si:13]([O:14][CH2:15][CH2:16][C:17]1[S:18][C:19]([Cl:1])=[CH:20][CH:21]=1)([CH3:23])[CH3:22])([CH3:10])([CH3:12])[CH3:11]. Reported procedure: N-chlorosuccinimide (0.83 g) was added portionwise to a solution of tert-butyldimethyl(2-(thiophen-2-yl)ethoxy)silane (1.5 g) (example 4 step a) in chloroform (50 mL) and heated to reflux for 3 days. The yellow solution was diluted with DCM (100 mL) and washed with saturated sodium bicarbonate solution (2×100 mL), brine (100 mL), dried over sodium sulphate, filtered and evaporated in vacuo. The residue was purified by silica gel chromatography eluting with iso-hexane. The fractions containing pr... The reactants are C(CC)OCC(=O)C1=CC=CC=C1 (2-propoxyacetophenone), C(C)#N (acetonitrile), C(C)(=O)OCC (ethyl acetate), C[O-].[Na+] (sodium methoxide), C(#N)CC(=O)N (cyanoacetamide). The product is C(#N)C=1C(NC(=CC1C)C1=C(C=CC=C1)OCCC)=O (3-Cyano-4-methyl-6-(2-propoxyphenyl)-2(1H)-pyridinone). Reaction SMILES: C(O[CH2:5][C:6]([C:8]1[CH:13]=[CH:12][CH:11]=[CH:10][CH:9]=1)=O)CC.[C:14]([O:17][CH2:18][CH3:19])(=O)C.C[O-].[Na+].[C:23]([CH2:25][C:26]([NH2:28])=[O:27])#[N:24].[C:29](#N)[CH3:30]>>[C:23]([C:25]1[C:26](=[O:27])[NH:28][C:10]([C:9]2[CH:8]=[CH:6][CH:5]=[CH:19][C:18]=2[O:17][CH2:14][CH2:29][CH3:30])=[CH:11][C:12]=1[CH3:13])#[N:24] |f:2.3|. Procedure details: In a similar manner to that of Example 26, 2-propoxyacetophenone (8.9 g) was allowed to react with ethyl acetate in the presence of sodium methoxide, and the intermediate was cyclised with cyanoacetamide to give the title compound, 0.2 g, m.p. 180°-180.5° C. (from acetonitrile). Reactants: CS(=O)(=O)O, CCO, COc1cc(N2CCC(OC)CC2)ccc1-c1nc2c(c(C3CCCCC3)nn2C)c(=O)[nH]1. The product is CS(=O)(=O)O, COc1cc(N2CCC(OC)CC2)ccc1-c1nc2c(c(C3CCCCC3)nn2C)c(=O)[nH]1. As a reaction SMILES: [CH3:34][S:35]([OH:36])(=[O:37])=[O:38].[CH3:39][CH2:40][OH:41].[CH:1]1([c:7]2[n:8][n:9]([CH3:33])[c:10]3[n:11][c:12](-[c:17]4[c:18]([O:31][CH3:32])[cH:19][c:20]([N:23]5[CH2:24][CH2:25][CH:26]([O:29][CH3:30])[CH2:27][CH2:28]5)[cH:21][cH:22]4)[nH:13][c:14](=[O:16])[c:15]23)[CH2:2][CH2:3][CH2:4][CH2:5][CH2:6]1>>[CH3:34][S:35](=[O:36])(=[O:37])[OH:38].[CH:1]1([c:7]2[n:8][n:9]([CH3:33])[c:10]3[n:11][c:12](-[c:17]4[c:18]([O:31][CH3:32])[cH:19][c:20]([N:23]5[CH2:24][CH2:25][CH:26]([O:29][CH3:30])[CH2:27][CH2:28]5)[cH:21][cH:22]4)[nH:13][c:14](=[O:16])[c:15]23)[CH2:2][CH2:3][CH2:4][CH2:5][CH2:6]1.